From a dataset of the Open Reaction Database (ORD), a public repository of structured organic reaction records. describe an organic reaction: reactants, conditions, products, and yield Reactants: FC=1C=C2C(=NC1)N(C=C2B2OC(C(O2)(C)C)(C)C)S(=O)(=O)C2=CC=C(C=C2)C (5-fluoro-1-(p-tolylsulfonyl)-3-(4,4,5,5-tetramethyl-1,3,2-dioxaborolan-2-yl)pyrrolo[2,3-b]pyridine), Sulfonic acid, FC=1C(=NC(=NC1)C1=CNC2=NC=C(C=C21)F)N[C@H](CS(=O)(=O)O)C(C)(C)C ((S)-2-(5-fluoro-2-(5-fluoro-1H-pyrrolo[2,3-b]pyridin-3-yl)pyrimidin-4-ylamino)-3,3-dimethylbutane-1-sulfonic acid), C(=O)(C(F)(F)F)O (TFA), ClC=1C=C2C(=NC1)N(C=C2B2OC(C(O2)(C)C)(C)C)S(=O)(=O)C2=CC=C(C)C=C2 (5-chloro-3-(4,4,5,5-tetramethyl-1,3,2-dioxaborolan-2-yl)-1-tosyl-1H-pyrrolo[2,3-b]pyridine). Solvent: C(C)#N.O (ACN water). Product: ClC=1C=C2C(=NC1)NC=C2C2=NC=C(C(=N2)N[C@H](CS(=O)(=O)O)C(C)(C)C)F ((S)-2-((2-(5-chloro-1H-pyrrolo[2,3-b]pyridin-3-yl)-5-fluoropyrimidin-4-yl)amino)-3,3-dimethylbutane-1-sulfonic acid). Reaction SMILES: [F:1][C:2]1[C:3]([NH:18][C@@H:19]([C:25]([CH3:28])([CH3:27])[CH3:26])[CH2:20][S:21]([OH:24])(=[O:23])=[O:22])=[N:4][C:5]([C:8]2[C:16]3[C:11](=[N:12][CH:13]=[C:14](F)[CH:15]=3)[NH:10][CH:9]=2)=[N:6][CH:7]=1.[Cl:29]C1C=C2C(B3OC(C)(C)C(C)(C)O3)=CN(S(C3C=CC(C)=CC=3)(=O)=O)C2=NC=1.FC1C=C2C(B3OC(C)(C)C(C)(C)O3)=CN(S(C3C=CC(C)=CC=3)(=O)=O)C2=NC=1.C(O)(C(F)(F)F)=O>C(#N)C.O>[Cl:29][C:14]1[CH:15]=[C:16]2[C:8]([C:5]3[N:4]=[C:3]([NH:18][C@@H:19]([C:25]([CH3:28])([CH3:27])[CH3:26])[CH2:20][S:21]([OH:24])(=[O:23])=[O:22])[C:2]([F:1])=[CH:7][N:6]=3)=[CH:9][NH:10][C:11]2=[N:12][CH:13]=1 |f:4.5|. Procedure: Sulfonic acid, 10, was synthesized in a manner similar to Compound 11, using 5-chloro-3-(4,4,5,5-tetramethyl-1,3,2-dioxaborolan-2-yl)-1-tosyl-1H-pyrrolo[2,3-b]pyridine instead of boronate ester, 7a, as the starting material: 1H NMR (400 MHz, MeOD) δ 8.44 (s, 1H), 8.34 (dd, J=9.2, 2.6 Hz, 1H), 8.22 (d, J=5.7 Hz, 1H), 8.13 (s, 1H), 5.16 (d, J=4.1 Hz, 1H), 3.46-3.33 (m, 2H), 1.10 (d, 9H); LC/MS (10-90% ACN/water 5 min with 0.9% TFA, C18) m/z 412.19 (M+H) retention time=1.91 minutes. Starting materials: OC=1C=C(C(=O)O)C=CC1 (3-Hydroxybenzoic acid), S(O)(O)(=O)=O (sulphuric acid), ClC(=O)OCC (ethyl chloroformate). The solvent is [OH-].[Na+] (sodium hydroxide), O (water). Yields the product C(C)OC(=O)OC=1C=C(C(=O)O)C=CC1 (3-ethoxycarbonyloxybenzoic acid). As a reaction SMILES: [OH:1][C:2]1[CH:3]=[C:4]([CH:8]=[CH:9][CH:10]=1)[C:5]([OH:7])=[O:6].Cl[C:12]([O:14][CH2:15][CH3:16])=[O:13].S(=O)(=O)(O)O>[OH-].[Na+].O>[CH2:15]([O:14][C:12]([O:1][C:2]1[CH:3]=[C:4]([CH:8]=[CH:9][CH:10]=1)[C:5]([OH:7])=[O:6])=[O:13])[CH3:16] |f:3.4|. Procedure: 3-Hydroxybenzoic acid (13.8 g) was dissolved in a solution of sodium hydroxide (8 g) in water (50 ml) and stirred at 0°-5° with cooling while ethyl chloroformate was added dropwise. When addition was complete the solution was warmed to room temperature and stirred for 2 hours. The solution was acidified with 2 molar sulphuric acid. The white solid which separated was washed with water. The solid was taken up in chloroform and the solution dried (MgSO4) and evaporated to give 3-ethoxycarbonyloxyb... Starting materials: N1=C(C=CC=C1C)C (2,6-lutidine), C(C)(C)(C)[Si](C)(C)OS(=O)(=O)C(F)(F)F (trifluoromethanesulfonic acid-tert.-butyldimethylsilylester), C(C)(C)C1=NC=2CC(C[C@@H](C2C2=C1C(OC21CCOCC1)=O)O)(C)C ((S)-4-Isopropyl-9-hydroxy-7,7-dimethyl-2′,3′,5′,6,6′,7,8,9-octahydro-3H-spiro[furo[3,4-c]quinoline-1,4′-pyran]-3-one). The solvent is O1CCCC1 (tetrahydrofurane). Reaction conditions: time 4 hour. Yields the product [Si](C)(C)(C(C)(C)C)O[C@@H]1C=2C3=C(C(=NC2CC(C1)(C)C)C(C)C)C(OC31CCOCC1)=O ((S)-9-(tert-Butyldimethylsilyloxy)-4-isopropyl-7,7-dimethyl-2′,3′,5′,6,6′,7,8,9-octahydro-3H-spiro[furo[3,4-c]quinoline-1,4′-pyran]-3-one). RXN SMILES: [CH:1]([C:4]1[C:13]2[C:14](=[O:22])[O:15][C:16]3([CH2:21][CH2:20][O:19][CH2:18][CH2:17]3)[C:12]=2[C:11]2[C@@H:10]([OH:23])[CH2:9][C:8]([CH3:25])([CH3:24])[CH2:7][C:6]=2[N:5]=1)([CH3:3])[CH3:2].N1C(C)=CC=CC=1C.[C:34]([Si:38](OS(C(F)(F)F)(=O)=O)([CH3:40])[CH3:39])([CH3:37])([CH3:36])[CH3:35]>O1CCCC1>[Si:38]([O:23][C@H:10]1[CH2:9][C:8]([CH3:25])([CH3:24])[CH2:7][C:6]2[N:5]=[C:4]([CH:1]([CH3:3])[CH3:2])[C:13]3[C:14](=[O:22])[O:15][C:16]4([CH2:17][CH2:18][O:19][CH2:20][CH2:21]4)[C:12]=3[C:11]1=2)([C:34]([CH3:37])([CH3:36])[CH3:35])([CH3:40])[CH3:39]. Reported procedure: 1.2 g (S)-4-Isopropyl-9-hydroxy-7,7-dimethyl-2′,3′,5′,6,6′,7,8,9-octahydro-3H-spiro[furo[3,4-c]quinoline-1,4′-pyran]-3-one are dissolved in 15 ml tetrahydrofurane and 1.31 ml 2,6-lutidine and 2.44 ml trifluoromethanesulfonic acid-tert.-butyldimethylsilylester are added dropwise and the mixture is stirred for 4 hours at room temperature. Then the reaction is absorbed onto silica gel and chromatographed on silica gel (petrole ether/ethylacetate 100:0 to 50:50). The reactants are O=C(Cl)C(=O)Cl, CN(C)C=O, O=C(O)c1ccccc1-c1ccccc1, c1ccccc1. Product: [Cl-], O=C(O)c1ccccc1-c1ccccc1. RXN SMILES: [Cl:16][C:17]([C:18]([Cl:19])=[O:20])=[O:21].[O:22]=[CH:23][N:24]([CH3:25])[CH3:26].[c:1]1(-[c:10]2[cH:11][cH:12][cH:13][cH:14][cH:15]2)[c:2]([C:7](=[O:8])[OH:9])[cH:3][cH:4][cH:5][cH:6]1.[cH:27]1[cH:28][cH:29][cH:30][cH:31][cH:32]1>>[Cl-:16].[c:1]1(-[c:10]2[cH:11][cH:12][cH:13][cH:14][cH:15]2)[c:2]([C:7](=[O:8])[OH:9])[cH:3][cH:4][cH:5][cH:6]1. Reactants: CN1C2=NC(=NC(=C2N=C1C=C1CCN(CC1)C(=O)OC(C)(C)C)N1CCOCC1)N1C(=NC2=C1C=CC=C2)C (tert-butyl 4-((9-methyl-2-(2-methyl-1H-benzo[d]imidazol-1-yl)-6-morpholino-9H-purin-8-yl)methylene)piperidine-1-carboxylate). The reagents and catalysts are [Pd] (Pd/C). Run in C(C)O (ethanol). Conditions: time 18 hour. The product is CN1C2=NC(=NC(=C2N=C1CC1CCN(CC1)C(=O)OC(C)(C)C)N1CCOCC1)N1C(=NC2=C1C=CC=C2)C (tert-butyl 4-((9-methyl-2-(2-methyl-1H-benzo[d]imidazol-1-yl)-6-morpholino-9H-purin-8-yl)methyl)piperidine-1-carboxylate). Isolated yield 90.3%. As a reaction SMILES: [CH3:1][N:2]1[C:10]([CH:11]=[C:12]2[CH2:17][CH2:16][N:15]([C:18]([O:20][C:21]([CH3:24])([CH3:23])[CH3:22])=[O:19])[CH2:14][CH2:13]2)=[N:9][C:8]2[C:3]1=[N:4][C:5]([N:31]1[C:35]3[CH:36]=[CH:37][CH:38]=[CH:39][C:34]=3[N:33]=[C:32]1[CH3:40])=[N:6][C:7]=2[N:25]1[CH2:30][CH2:29][O:28][CH2:27][CH2:26]1>C(O)C.[Pd]>[CH3:1][N:2]1[C:10]([CH2:11][CH:12]2[CH2:17][CH2:16][N:15]([C:18]([O:20][C:21]([CH3:24])([CH3:23])[CH3:22])=[O:19])[CH2:14][CH2:13]2)=[N:9][C:8]2[C:3]1=[N:4][C:5]([N:31]1[C:35]3[CH:36]=[CH:37][CH:38]=[CH:39][C:34]=3[N:33]=[C:32]1[CH3:40])=[N:6][C:7]=2[N:25]1[CH2:26][CH2:27][O:28][CH2:29][CH2:30]1. Procedure: A suspension of tert-butyl 4-((9-methyl-2-(2-methyl-1H-benzo[d]imidazol-1-yl)-6-morpholino-9H-purin-8-yl)methylene)piperidine-1-carboxylate (0.39 g, 0.729 mmol) and Pd/C (10 wt %, 0.1 g) in ethanol (15 mL) was stirred under a hydrogen atmosphere (balloon) at room temperature for 18 hours. The reaction mixture was then filtered through celite and concentrated. The crude product was purified by flash chromatography (0-5% MeOH in DCM) to give the title compound (0.36 g, 90%). LCMS m/z: 547.2 (MH+) Starting materials: OCC=1N(C=CN1)CCC (2-hydroxymethyl-1-propylimidazole), S(=O)(Cl)Cl (thionyl chloride). Run at temperature 90 celsius. Product: Cl.ClCC=1N(C=CN1)CCC (2-chloromethyl-1-propylimidazole hydrochloride). RXN SMILES: O[CH2:2][C:3]1[N:4]([CH2:8][CH2:9][CH3:10])[CH:5]=[CH:6][N:7]=1.S(Cl)([Cl:13])=O>>[ClH:13].[Cl:13][CH2:2][C:3]1[N:4]([CH2:8][CH2:9][CH3:10])[CH:5]=[CH:6][N:7]=1 |f:2.3|. Procedure: To 2-hydroxymethyl-1-propylimidazole (8.0 g) was added thionyl chloride (50 ml) at 0° C., and the mixture was heated for 30 minutes under nitrogen atmosphere at 90° C. The mixture was allowed to be at room temperature. The solvent was distilled off under reduced pressure, and the obtained residue was recrystallized from methanol-ethyl acetate, to give 2-chloromethyl-1-propylimidazole hydrochloride (4.3 g) as yellow crystals.